This data is from the Open Reaction Database (ORD), a public repository of structured organic reaction records. The task is: describe an organic reaction: reactants, conditions, products, and yield Starting materials: CC1=C(C=CC(=C1C)OC)C=CC=CC(=O)OCC (ethyl 5-(2,3-dimethyl-4-methoxyphenyl)-2,4-pentadienoate), [OH-].[K+] (KOH). The solvent is C(C)O (ethanol), O (water). Run at time 18 hour. Yields the product CC1=C(C=CC(=C1C)OC)C=CC=CC(=O)O (5-(2,3-Dimethyl-4-methoxyphenyl)-2,4-pentadienoic Acid). Yield: 61.5%. RXN SMILES: [CH3:1][C:2]1[C:7]([CH3:8])=[C:6]([O:9][CH3:10])[CH:5]=[CH:4][C:3]=1[CH:11]=[CH:12][CH:13]=[CH:14][C:15]([O:17]CC)=[O:16].[OH-].[K+]>C(O)C.O>[CH3:1][C:2]1[C:7]([CH3:8])=[C:6]([O:9][CH3:10])[CH:5]=[CH:4][C:3]=1[CH:11]=[CH:12][CH:13]=[CH:14][C:15]([OH:17])=[O:16] |f:1.2|. Reported procedure: A solution of ethyl 5-(2,3-dimethyl-4-methoxyphenyl)-2,4-pentadienoate (2 g, 7.7 mmol) in 10 mL of ethanol was stirred at room temperature under nitrogen and a solution of KOH (1 g) in 2 mL of water was added dropwise. The mixture was stirred at room temperature for 18 hrs. and concentrated in vacuo. The residue was diluted with water and extracted several times with ethyl ether. The aqueous layer was acidified to pH 3 with a 10N HCl solution. The resulting yellow precipitate was extracted into ... The reactants are OC1=C(N(S(C2=C1SC1=C2C=CC=C1)(=O)=O)C)C(=O)OC (methyl 4-hydroxy-2-methyl-2H-[1]benzothieno[2,3-e]-1,2-thiazine-3-carboxylate-1,1-dioxide), NC=1SC=C(N1)C (2-amino-4-methyl-thiazole). Yields the product OC1=C(N(S(C2=C1SC1=C2C=CC=C1)(=O)=O)C)C(=O)NC=1SC=C(N1)C (4-Hydroxy-2-methyl-N-(4-methyl-2-thiazolyl)-2H-[1]benzothieno[2,3-e]-1,2-thiazine-3-carboxamide-1,1-dioxide). The yield is 66.0%. As a reaction SMILES: [OH:1][C:2]1[C:7]2[S:8][C:9]3[CH:14]=[CH:13][CH:12]=[CH:11][C:10]=3[C:6]=2[S:5](=[O:16])(=[O:15])[N:4]([CH3:17])[C:3]=1[C:18](OC)=[O:19].[NH2:22][C:23]1[S:24][CH:25]=[C:26]([CH3:28])[N:27]=1>>[OH:1][C:2]1[C:7]2[S:8][C:9]3[CH:14]=[CH:13][CH:12]=[CH:11][C:10]=3[C:6]=2[S:5](=[O:16])(=[O:15])[N:4]([CH3:17])[C:3]=1[C:18]([NH:22][C:23]1[S:24][CH:25]=[C:26]([CH3:28])[N:27]=1)=[O:19]. Reported procedure: Prepared analogous to Example 1 from methyl 4-hydroxy-2-methyl-2H-[1]benzothieno[2,3-e]-1,2-thiazine-3-carboxylate-1,1-dioxide and 2-amino-4-methyl-thiazole with a yield of 66% of theory. Reactants: [O-]C#N.[Na+] (sodium cyanate), CN1N=CC=C1N (1-methyl-5-aminopyrazole), C(C)(=O)OCC (ethyl acetate). Solvent: O (water), C(C)(=O)O (acetic acid), O (water), O (water). Conditions: time 7 hour. The product is CN1N=CC=C1NC(=O)N (1-methyl-5-ureidopyrazole). The yield is 52.2%. RXN SMILES: [O-:1][C:2]#[N:3].[Na+].[CH3:5][N:6]1[C:10]([NH2:11])=[CH:9][CH:8]=[N:7]1.C(OCC)(=O)C>O.C(O)(=O)C>[CH3:5][N:6]1[C:10]([NH:11][C:2]([NH2:3])=[O:1])=[CH:9][CH:8]=[N:7]1 |f:0.1|. Reported procedure: A solution of sodium cyanate (52 g) in water (400 ml) was added dropwise to a solution of 1-methyl-5-aminopyrazole (19.4 g) in acetic acid (96 ml) and water (192 ml), and the mixture was stirred at ambient temperature for 7 hours. The reaction mixture was poured into a mixture of water (400 ml) and ethyl acetate (400 ml). The organic layer was separated, washed with saturated aqueous sodium chloride, dried over magnesium sulfate and evaporated to give 1-methyl-5-ureidopyrazole (14.6 g). Starting materials: FC1=C(C=C2C(C(=CN(C2=N1)[C@H](CO)C(C)(C)C)C(=O)OCC)=O)I ((S)-ethyl 7-fluoro-1-(1-hydroxy-3,3-dimethylbutan-2-yl)-6-iodo-4-oxo-1,4-dihydro-1,8-naphthyridine-3-carboxylate), 78, C(C)NC(NC1=CC(=C(C=N1)B(O)O)C=1SC=C(N1)C(F)(F)F)=O (6-(3-ethylureido)-4-(4-(trifluoromethyl)thiazole-2-yl)pyridine-3-ylboronic acid), C(C)NC(NC1=CC(=C(C=N1)B(O)O)C=1SC=C(N1)C(F)(F)F)=O (6-(3-ethylureido)-4-(4-(trifluoromethyl)thiazol-2-yl)pyridin-3-ylboronic acid), C([O-])([O-])=O.[K+].[K+] (potassium carbonate). Reagents/catalysts: C(C)(=O)[O-].[Pd+2].C(C)(=O)[O-] (palladium (II) acetate), C(C)(C)(C)P([C-]1C=CC=C1)C(C)(C)C.[C-]1(C=CC=C1)P(C(C)(C)C)C(C)(C)C.[Fe+2] (1,1′-bis(di-tert-butylphosphino)ferrocene). Solvent: O (water), C(C)#N (acetonitrile), O (water). Conditions: temperature 80 celsius, time 2 hour. Yields the product C(C)NC(NC1=CC(=C(C=N1)C=1C=C2C(C(=CN(C2=NC1F)[C@H](CO)C(C)(C)C)C(=O)O)=O)C=1SC=C(N1)C(F)(F)F)=O ((S)-6-(6-(3-ethylureido)-4-(4-(trifluoromethyl)thiazol-2-yl)pyridin-3-yl)-7-fluoro-1-(1-hydroxy-3,3-dimethylbutan-2-yl)-4-oxo-1,4-dihydro-1,8-naphthyridine-3-carboxylic acid), 76. The yield is 25.0%. As a reaction SMILES: [F:1][C:2]1[N:11]=[C:10]2[C:5]([C:6](=[O:24])[C:7]([C:19]([O:21]CC)=[O:20])=[CH:8][N:9]2[C@@H:12]([C:15]([CH3:18])([CH3:17])[CH3:16])[CH2:13][OH:14])=[CH:4][C:3]=1I.[CH2:26]([NH:28][C:29](=[O:49])[NH:30][C:31]1[N:36]=[CH:35][C:34](B(O)O)=[C:33]([C:40]2[S:41][CH:42]=[C:43]([C:45]([F:48])([F:47])[F:46])[N:44]=2)[CH:32]=1)[CH3:27].C(=O)([O-])[O-].[K+].[K+]>C(#N)C.O.C([O-])(=O)C.[Pd+2].C([O-])(=O)C.C(P(C(C)(C)C)[C-]1C=CC=C1)(C)(C)C.[C-]1(P(C(C)(C)C)C(C)(C)C)C=CC=C1.[Fe+2]>[CH2:26]([NH:28][C:29](=[O:49])[NH:30][C:31]1[N:36]=[CH:35][C:34]([C:3]2[CH:4]=[C:5]3[C:10](=[N:11][C:2]=2[F:1])[N:9]([C@@H:12]([C:15]([CH3:18])([CH3:16])[CH3:17])[CH2:13][OH:14])[CH:8]=[C:7]([C:19]([OH:21])=[O:20])[C:6]3=[O:24])=[C:33]([C:40]2[S:41][CH:42]=[C:43]([C:45]([F:48])([F:47])[F:46])[N:44]=2)[CH:32]=1)[CH3:27] |f:2.3.4,7.8.9,10.11.12|. Reported procedure: To a solution of palladium (II) acetate (0.163 g, 0.72 mmol, 0.1 equiv.) and 1,1′-bis(di-tert-butylphosphino)ferrocene (0.344 g, 0.72 mmol, 0.1 equiv.) in acetonitrile (27 mL) was added (S)-ethyl 7-fluoro-1-(1-hydroxy-3,3-dimethylbutan-2-yl)-6-iodo-4-oxo-1,4-dihydro-1,8-naphthyridine-3-carboxylate Intermediate 78 (3.35 g, 7.25 mmol, 1 equiv.) and 6-(3-ethylureido)-4-(4-(trifluoromethyl)thiazole-2-yl)pyridine-3-ylboronic acid Intermediate 9 (2.64 g, 7.32 mmol, 1.01 equiv.) and a solution of potas... Reactants: NC1=C(C=C(C2=C1CCO2)C(=O)Cl)Cl (4-amino-5-chloro-2,3-dihydro-7-benzofurancarbonyl chloride), OC1CCN(CC1)C(=O)OC(C)(C)C (1,1-dimethylethyl 4-hydroxy-1-piperidinecarboxylate). Reagents/catalysts: CN(C1=CC=NC=C1)C (N,N-dimethyl-4-pyridinamine). Solvent: C(Cl)Cl (CH2Cl2), ClCCl (dichloromethane). Run at time 3 hour. The product is NC1=C(C=C(C2=C1CCO2)C(=O)OC2CCN(CC2)C(=O)OC(C)(C)C)Cl (1,1-dimethylethyl 4-[[(4-amino-5-chloro-2,3-dihydro-7-benzofuranyl)carbonyl]oxy]-1-piperidinecarboxylate). Yield: 59.3%. Reaction SMILES: [OH:1][CH:2]1[CH2:7][CH2:6][N:5]([C:8]([O:10][C:11]([CH3:14])([CH3:13])[CH3:12])=[O:9])[CH2:4][CH2:3]1.[NH2:15][C:16]1[C:21]2[CH2:22][CH2:23][O:24][C:20]=2[C:19]([C:25](Cl)=[O:26])=[CH:18][C:17]=1[Cl:28]>CN(C)C1C=CN=CC=1.ClCCl>[NH2:15][C:16]1[C:21]2[CH2:22][CH2:23][O:24][C:20]=2[C:19]([C:25]([O:1][CH:2]2[CH2:3][CH2:4][N:5]([C:8]([O:10][C:11]([CH3:14])([CH3:13])[CH3:12])=[O:9])[CH2:6][CH2:7]2)=[O:26])=[CH:18][C:17]=1[Cl:28]. Procedure: A solution of 1,1-dimethylethyl 4-hydroxy-1-piperidinecarboxylate (4.02 g) and N,N-dimethyl-4-pyridinamine (3.7 g) in dichloromethane (200 ml) was stirred at room temperature. A solution of intermediate (7) (4.8 g) in CH2Cl2 (200 ml) was poured into the solution. The reaction mixture was stirred for 3 hours at room temperature. The mixture was washed with water, a 5% NaOH solution and again water. The organic layer was separated, dried over MgSO4, filtered and the solvent was evaporated. The res...